Dataset: the Open Reaction Database (ORD), a public repository of structured organic reaction records. Task: describe an organic reaction: reactants, conditions, products, and yield Starting materials: FC(OC1=CC=C(C=C1)N1C(C2(CC1)CCNCC2)=O)(F)F (2-(4-trifluoromethoxy-phenyl)-2,8-diaza-spiro[4.5]decan-1-one), O=C(OC(Cl)(Cl)Cl)Cl (diphosgene), N1CCCCCC1 (azepane). Product: N1(CCCCCC1)C(=O)N1CCC2(CCN(C2=O)C2=CC=C(C=C2)OC(F)(F)F)CC1 (8-(Azepane-1-carbonyl)-2-(4-trifluoromethoxy-phenyl)-2,8-diaza-spiro[4.5]decan-1-one). As a reaction SMILES: [F:1][C:2]([F:22])([F:21])[O:3][C:4]1[CH:9]=[CH:8][C:7]([N:10]2[CH2:14][CH2:13][C:12]3([CH2:19][CH2:18][NH:17][CH2:16][CH2:15]3)[C:11]2=[O:20])=[CH:6][CH:5]=1.O=C(Cl)[O:25][C:26](Cl)(Cl)Cl.[NH:31]1[CH2:37][CH2:36][CH2:35][CH2:34][CH2:33][CH2:32]1>>[N:31]1([C:26]([N:17]2[CH2:16][CH2:15][C:12]3([C:11](=[O:20])[N:10]([C:7]4[CH:8]=[CH:9][C:4]([O:3][C:2]([F:1])([F:21])[F:22])=[CH:5][CH:6]=4)[CH2:14][CH2:13]3)[CH2:19][CH2:18]2)=[O:25])[CH2:37][CH2:36][CH2:35][CH2:34][CH2:33][CH2:32]1. Reported procedure: This material was prepared in analogy to example 251 step B) from 2-(4-trifluoromethoxy-phenyl)-2,8-diaza-spiro[4.5]decan-1-one, diphosgene and azepane. MS (ESI): 440.4 (MH+). The reactants are ClC1=C(C=C(C=C1)C1=C(C=NO1)CCC(=O)OC)C (methyl 3-[5-(4-chloro-3-methylphenyl)-4-isoxazolyl]propionate), Cl (hydrochloric acid), [H-].C(C(C)C)[Al+]CC(C)C (diisobutylaluminum hydride), O (Water). The solvent is O1CCCC1 (tetrahydrofuran). Reaction conditions: time 3 hour. Yields the product ClC1=C(C=C(C=C1)C1=C(C=NO1)CCCO)C (3-[5-(4-chloro-3-methylphenyl)-4-isoxazolyl]propan-1-ol). The yield is 72.2%. RXN SMILES: [Cl:1][C:2]1[CH:7]=[CH:6][C:5]([C:8]2[O:12][N:11]=[CH:10][C:9]=2[CH2:13][CH2:14][C:15](OC)=[O:16])=[CH:4][C:3]=1[CH3:19].[H-].C([Al+]CC(C)C)C(C)C.O.Cl>O1CCCC1>[Cl:1][C:2]1[CH:7]=[CH:6][C:5]([C:8]2[O:12][N:11]=[CH:10][C:9]=2[CH2:13][CH2:14][CH2:15][OH:16])=[CH:4][C:3]=1[CH3:19] |f:1.2|. Procedure details: To a solution of methyl 3-[5-(4-chloro-3-methylphenyl)-4-isoxazolyl]propionate (1.20 g) in tetrahydrofuran (40 ml) was gently added diisobutylaluminum hydride (1.0 M toluene solution, 9.5 ml) at 0° C., and the mixture was stirred at room temperature for 3 hr. Water was carefully added to the reaction mixture, acidified with dilute hydrochloric acid and extracted with ethyl acetate. The ethyl acetate layer was washed with saturated brine, dried (MgSO4) and concentrated. The residue was subjected ... Starting materials: CN1CCNCC1, CCn1nc(C)c2c1C(=O)Nc1ccccc1N2C(=O)CCl, C1COCCO1. The product is CCn1nc(C)c2c1C(=O)Nc1ccccc1N2C(=O)CN1CCN(C)CC1. RXN SMILES: [CH3:23][N:24]1[CH2:25][CH2:26][NH:27][CH2:28][CH2:29]1.[Cl:1][CH2:2][C:3](=[O:4])[N:5]1[c:6]2[c:7]([n:17]([CH2:21][CH3:22])[n:18][c:19]2[CH3:20])[C:8](=[O:16])[NH:9][c:10]2[c:11]1[cH:12][cH:13][cH:14][cH:15]2.[O:30]1[CH2:31][CH2:32][O:33][CH2:34][CH2:35]1>>[CH2:2]([C:3](=[O:4])[N:5]1[c:6]2[c:7]([n:17]([CH2:21][CH3:22])[n:18][c:19]2[CH3:20])[C:8](=[O:16])[NH:9][c:10]2[c:11]1[cH:12][cH:13][cH:14][cH:15]2)[N:27]1[CH2:26][CH2:25][N:24]([CH3:23])[CH2:29][CH2:28]1. Reactants: [N+](=O)([O-])C1=C(C=C(C(=O)NC)C=C1C)C (4-Nitro-3,5,N-trimethyl-benzamide). The reagents and catalysts are [Pd] (Palladium on activated carbon). The solvent is CO (methanol). Product: NC1=C(C=C(C(=O)NC)C=C1C)C (4-Amino-3,5,N-trimethyl-benzamide). The yield is 99.4%. As a reaction SMILES: [N+:1]([C:4]1[C:13]([CH3:14])=[CH:12][C:7]([C:8]([NH:10][CH3:11])=[O:9])=[CH:6][C:5]=1[CH3:15])([O-])=O>CO.[Pd]>[NH2:1][C:4]1[C:5]([CH3:15])=[CH:6][C:7]([C:8]([NH:10][CH3:11])=[O:9])=[CH:12][C:13]=1[CH3:14]. Procedure: 4-Nitro-3,5,N-trimethyl-benzamide (1.0 g, 4.8 mmol) is suspended in methanol (10 mL) and hydrogenated at 3 bar for 3 hours using 10% Palladium on activated carbon (100 mg) as the catalyst. The mixture is filtered through celite and the solvent removed under vacuum to give the title compound (Yield 850 mg).